From a dataset of the Open Reaction Database (ORD), a public repository of structured organic reaction records. describe an organic reaction: reactants, conditions, products, and yield Reactants: CC(=O)Cl, Cn1c(C#N)ccc1-c1ccc(N)cc1. Yields the product CC(=O)Nc1ccc(-c2ccc(C#N)n2C)cc1. Reaction SMILES: [CH3:16][C:17]([Cl:18])=[O:19].[NH2:1][c:2]1[cH:3][cH:4][c:5](-[c:8]2[cH:9][cH:10][c:11]([C:14]#[N:15])[n:12]2[CH3:13])[cH:6][cH:7]1>>[NH:1]([c:2]1[cH:3][cH:4][c:5](-[c:8]2[cH:9][cH:10][c:11]([C:14]#[N:15])[n:12]2[CH3:13])[cH:6][cH:7]1)[C:17]([CH3:16])=[O:19]. Reactants: CC(=O)[O-], CC(=O)[O-], CC(=O)c1ccccc1, [Co+2], CN(C)C=O, c1ccncc1, O=Cc1ccncc1. Yields the product O=CC=C(c1ccccc1)c1ccncc1. Reaction SMILES: [C:29]([O-:30])(=[O:31])[CH3:32].[C:34]([O-:35])(=[O:36])[CH3:37].[CH3:15][C:16](=[O:17])[c:18]1[cH:19][cH:20][cH:21][cH:22][cH:23]1.[Co+2:33].[O:24]=[CH:25][N:26]([CH3:27])[CH3:28].[cH:1]1[cH:2][cH:3][n:4][cH:5][cH:6]1.[n:7]1[cH:8][cH:9][c:10]([CH:13]=[O:14])[cH:11][cH:12]1>>[c:1]1([C:16](=[CH:15][CH:13]=[O:14])[c:18]2[cH:19][cH:20][cH:21][cH:22][cH:23]2)[cH:2][cH:3][n:4][cH:5][cH:6]1. Reactants: [N+](=O)([O-])C1=NC=C(C=C1)Cl (2-Nitro-5-chloropyridine), ClC1=CC=C(C=C1)S (4-chlorothiophenol), [OH-].[Li+] (lithium hydroxide), CN(C)C=O (DMF). Run in O (water). The product is [N+](=O)([O-])C1=NC=C(C=C1)SC1=CC=C(C=C1)Cl (2-NITRO-5-(4-CHLOROPHENYLTHIO)PYRIDINE). RXN SMILES: [N+:1]([C:4]1[CH:9]=[CH:8][C:7](Cl)=[CH:6][N:5]=1)([O-:3])=[O:2].[Cl:11][C:12]1[CH:17]=[CH:16][C:15]([SH:18])=[CH:14][CH:13]=1.[OH-].[Li+].CN(C=O)C>O>[N+:1]([C:4]1[CH:9]=[CH:8][C:7]([S:18][C:15]2[CH:16]=[CH:17][C:12]([Cl:11])=[CH:13][CH:14]=2)=[CH:6][N:5]=1)([O-:3])=[O:2] |f:2.3|. Reported procedure: 2-Nitro-5-chloropyridine (9.5 grams), 4-chlorothiophenol (8.7 grams), and lithium hydroxide (4 grams) were mixed in 100 ml. of DMF and the reaction mixture was stirred overnight (about 18 hours) at room temperature. The reaction mixture was then poured into water and the product separated by filtration and crystallized from ethanol-hexanes, yield, 10.0 grams, m.p., 96°-98° C.